describe an organic reaction: reactants, conditions, products, and yield From a dataset of the Open Reaction Database (ORD), a public repository of structured organic reaction records. The reactants are O1C(CCCC1)OCC#CCCCCCCCCCC (tetrahydropyranyloxy-2-tridecyne), C1(=CC=C(C=C1)S(=O)(=O)O)C (p-toluenesulfonic acid). Product: C(C#CCCCCCCCCCC)O (2-tridecyn-1-ol). As a reaction SMILES: O1CCCCC1[O:7][CH2:8][C:9]#[C:10][CH2:11][CH2:12][CH2:13][CH2:14][CH2:15][CH2:16][CH2:17][CH2:18][CH2:19][CH3:20].C1(C)C=CC(S(O)(=O)=O)=CC=1>>[CH2:8]([OH:7])[C:9]#[C:10][CH2:11][CH2:12][CH2:13][CH2:14][CH2:15][CH2:16][CH2:17][CH2:18][CH2:19][CH3:20]. Reported procedure: A process for preparing the sex pheromone of Lymantria dispar L. effectively which comprises the steps of reacting 1-bromodecane and propargyl alcohol tetrahydropyranylether in the presence of sodium hydroxide to give 1-tetrahydropyranyloxy-2-tridecyne, treating the tetrahydropyranyloxy-2-tridecyne with p-toluenesulfonic acid to give 2-tridecyn-1-ol, catalystic-hydrogenating the 2-tridecyn-1-ol in the presence of Lindlar catalyst to give (Z)-2-tridecen-1-ol, oxidizing the (Z)-2-tridecen-1-ol wit... Reactants: FC(C(=O)NC1=CC=CC=C1)(F)F (2,2,2-trifluoro-N-phenylacetamide). Yields the product FC(CNC1=CC=CC=C1)(F)F (N-(2,2,2-trifluoroethyl)aniline). Procedure details: To a solution of 2,2,2-trifluoro-N-phenylacetamide (5.0 g, 26 mmol) in THF (10 mL) was added BH3 in THF (130 mL, 130 mmol, 1.0 M). The resulting mixture was refluxed overnight. The mixture was quenched with water and methanol, concentrated to remove most of THF, and extracted with EtOAc. Organics were washed with brine, dried (Na2SO4), and concentrated to give 4.17 g (92%) of the title compound as a colorless oil. 1H NMR (400 MHz, CDCl3): δ 3.71-3.75 (2H, m), 6.66 (2H, d, J=8.0 Hz), 6.79 (1H, t,... The solvent is C1CCOC1 (THF), C1CCOC1 (THF). RXN SMILES: [F:1][C:2]([F:13])([F:12])[C:3]([NH:5][C:6]1[CH:11]=[CH:10][CH:9]=[CH:8][CH:7]=1)=O>C1COCC1>[F:1][C:2]([F:12])([F:13])[CH2:3][NH:5][C:6]1[CH:11]=[CH:10][CH:9]=[CH:8][CH:7]=1. Yield: 91.6%. The reactants are ClS(=O)(=O)O (chlorosulfonic acid), C1=CC(=CC=C1/C=C/C(=O)O)O (coumaric acid), C1=CC(=CC=C1/C=C/C(=O)O)O (p-coumaric acid), ClS(=O)(=O)O (Chlorosulfonic acid), ClS(=O)(=O)O (chlorosulfonic acid), ClS(=O)(=O)O (chlorosulfonic acid). Run in N1=CC=CC=C1 (pyridine). Conditions: temperature 0 celsius. The product is C1=CC(=CC=C1/C=C/C(=O)O)OS(=O)(=O)O (zosteric acid). Reaction SMILES: Cl[S:2]([OH:5])(=[O:4])=[O:3].[CH:6]1[C:11](/[CH:12]=[CH:13]/[C:14]([OH:16])=[O:15])=[CH:10][CH:9]=[C:8]([OH:17])[CH:7]=1>N1C=CC=CC=1>[CH:6]1[C:11](/[CH:12]=[CH:13]/[C:14]([OH:16])=[O:15])=[CH:10][CH:9]=[C:8]([O:17][S:2]([OH:5])(=[O:4])=[O:3])[CH:7]=1. Procedure details: Chlorosulfonic acid is added to the pyridine solution to form a reaction mixture. Preferably, the chlorosulfonic acid is added dropwise while maintaining the cooled temperature. About 1 mole of chlorosulfonic acid per mole of coumaric acid may be used. A slight excess is acceptable. Due to the reaction's exothermic nature, the reaction mixture is preferably stirred at the cooled temperature, e.g., about 0° C., for a time sufficient to allow the p-coumaric acid and the chlorosulfonic acid to reac... The solvent is C(C)OCC (diethyl ether), CO (methanol). Reactants: Cl (hydrogen chloride), C(#N)[BH3-].[Na+] (sodium cyanoborohydride), CC(=O)C1=CC(=CC=C1)F (3-fluoroacetophenone), C(C)(=O)[O-].[NH4+] (ammonium acetate). Run at time 96 hour. RXN SMILES: C([BH3-])#[N:2].[Na+].[CH3:5][C:6]([C:8]1[CH:13]=[CH:12][CH:11]=[C:10]([F:14])[CH:9]=1)=O.C([O-])(=O)C.[NH4+].Cl>CO.C(OCC)C>[F:14][C:10]1[CH:9]=[C:8]([CH:6]([NH2:2])[CH3:5])[CH:13]=[CH:12][CH:11]=1 |f:0.1,3.4|. Product: hydrochloride salt, FC=1C=C(C=CC1)C(C)N ((±)-1-(3-Fluorophenyl)ethylamine). Procedure: Add sodium cyanoborohydride (452 mg, 7.2 mmol) to a solution of 3-fluoroacetophenone (500 mg, 3.6 mmol) and ammonium acetate (2.8 g, 36 mmol) in methanol (11 mL). Stir the mixture for 96 h at ambient temperature under a nitrogen atmosphere. Adjust to pH 2 with 2M hydrogen chloride in diethyl ether. Concentrate the slurry in vacuo, dilute the residue with DCM and wash with 5N aqueous NaOH followed by saturated aqueous NaHCO3. Dry the organic layer, concentrate in vacuo to half of the volume, and ... Starting materials: C(C)(C)NC(C)C (diisopropylamine), O1CCC(CC1)C#N (2,3,5,6-tetrahydro-4H-pyran-4-carbonitrile), CN1C(N(CC1)C)=O (1,3-dimethylimidazolidin-2-one), O1CCCC1 (tetrahydrofuran), O1CCCC1 (tetrahydrofuran), solution, C(CCC)[Li] (n-butyllithium), compound. Solvent: CCCCCC (hexane). The product is OCCC1=CC=C(C=C1)CC1(CCOCC1)C#N (4-[[4-(2-Hydroxyethyl)phenyl]methyl]tetrahydropyran-4-carbonitrile). Isolated yield 75.5%. RXN SMILES: C(N[CH:5]([CH3:7])[CH3:6])(C)C.C([Li])CCC.C[N:14]1[CH2:18][CH2:17]N(C)C1=O.[O:21]1[CH2:26][CH2:25][CH:24]([C:27]#N)[CH2:23][CH2:22]1.[O:29]1[CH2:33][CH2:32][CH2:31][CH2:30]1>CCCCCC>[OH:21][CH2:26][CH2:25][C:24]1[CH:27]=[CH:7][C:5]([CH2:6][C:17]2([C:18]#[N:14])[CH2:32][CH2:33][O:29][CH2:30][CH2:31]2)=[CH:22][CH:23]=1. Procedure details: Obtained by operating as in example 87a, from 6.3 g (62.2 mmoles) of diisopropylamine in 104 ml of tetrahydrofuran, 38.7 ml (62.0 mmoles) of a 1.6M solution of n-butyllithium in hexane, 9.3 g of 1,3-dimethylimidazolidin-2-one, 8.8 g (56.7 mmoles) of 2,3,5,6-tetrahydro-4H-pyran-4-carbonitrile (prepared according to Gibson C. S. and Johnson J. D. A., J. Chem. Soc. (1930), 2525-30) in 93 ml tetrahydrofuran and 17.7 g (62 mmoles) of the compound prepared in example 26a. After purification by chromat... Reactants: COC(=CC(=O)OCC)C1=CC=CC=C1 (Ethyl 3-methoxy-3-phenylpropenoate). The solvent is O (water). The product is CO[C@H](CC(=O)OCC)C1=CC=CC=C1 (Ethyl (R)-3-methoxy-3-phenylpropanoate). Yield: 54.0%. RXN SMILES: [CH3:1][O:2][C:3]([C:10]1[CH:15]=[CH:14][CH:13]=[CH:12][CH:11]=1)=[CH:4][C:5]([O:7][CH2:8][CH3:9])=[O:6]>O>[CH3:1][O:2][C@@H:3]([C:10]1[CH:11]=[CH:12][CH:13]=[CH:14][CH:15]=1)[CH2:4][C:5]([O:7][CH2:8][CH3:9])=[O:6]. Reported procedure: Ethyl 3-methoxy-3-phenylpropenoate (206 mg, 1 mmol) was reacted with yeast (10 g) and water (10 ml) according to method I. The product was obtained in 54% yield. Reaction according to method II gave the product in 60% yield.